From a dataset of the Open Reaction Database (ORD), a public repository of structured organic reaction records. describe an organic reaction: reactants, conditions, products, and yield The reactants are BrC=1C=C2C(=NNC(C2=CC1)=O)Cl (6-bromo-4-chloro-2H-phthalazin-1-one), COC=1C=C(C(=O)N)C=CC1 (3-methoxy-benzamide), CC1(C2=C(C(=CC=C2)P(C3=CC=CC=C3)C4=CC=CC=C4)OC5=C(C=CC=C51)P(C6=CC=CC=C6)C7=CC=CC=C7)C (xantphos), C(=O)([O-])[O-].[Cs+].[Cs+] (Cs2CO3). Reagents/catalysts: C=1C=CC(=CC1)/C=C/C(=O)/C=C/C2=CC=CC=C2.C=1C=CC(=CC1)/C=C/C(=O)/C=C/C2=CC=CC=C2.C=1C=CC(=CC1)/C=C/C(=O)/C=C/C2=CC=CC=C2.[Pd].[Pd] (Pd2(dba)3). The solvent is O1CCOCC1 (dioxane). The product is ClC1=NNC(C2=CC=C(C=C12)NC(C1=CC(=CC=C1)OC)=O)=O (N-(4-Chloro-1-oxo-1,2-dihydro-phthalazin-6-yl)-3-methoxy-benzamide). Reaction SMILES: Br[C:2]1[CH:3]=[C:4]2[C:9](=[CH:10][CH:11]=1)[C:8](=[O:12])[NH:7][N:6]=[C:5]2[Cl:13].[CH3:14][O:15][C:16]1[CH:17]=[C:18]([CH:22]=[CH:23][CH:24]=1)[C:19]([NH2:21])=[O:20].CC1(C)C2C(=C(P(C3C=CC=CC=3)C3C=CC=CC=3)C=CC=2)OC2C(P(C3C=CC=CC=3)C3C=CC=CC=3)=CC=CC1=2.C([O-])([O-])=O.[Cs+].[Cs+]>O1CCOCC1.C1C=CC(/C=C/C(/C=C/C2C=CC=CC=2)=O)=CC=1.C1C=CC(/C=C/C(/C=C/C2C=CC=CC=2)=O)=CC=1.C1C=CC(/C=C/C(/C=C/C2C=CC=CC=2)=O)=CC=1.[Pd].[Pd]>[Cl:13][C:5]1[C:4]2[C:9](=[CH:10][CH:11]=[C:2]([NH:21][C:19](=[O:20])[C:18]3[CH:22]=[CH:23][CH:24]=[C:16]([O:15][CH3:14])[CH:17]=3)[CH:3]=2)[C:8](=[O:12])[NH:7][N:6]=1 |f:3.4.5,7.8.9.10.11|. Procedure details: A mixture of 6-bromo-4-chloro-2H-phthalazin-1-one (100 mg, 0.39 mmol), 3-methoxy-benzamide (64 mg, 0.42 mmol), Pd2(dba)3 (36 mg, 0.039 mmol), xantphos (68 mg, 0.12 mmol) and Cs2CO3 (607 mg, 0.98 mmol) in dioxane (5 mL) was purged with nitrogen for 10 min. The mixture was place in a microwave reactor for 5 min. After this time the mixture was filtered and purified by preparative HPLC to yield the title compound hydroformate. m/z (M+H)=329.96, 1H-NMR (DMSO-d6) δ: 12.75 (s, 1H), 10.85 (s, 1H), 8.63...